This data is from the Open Reaction Database (ORD), a public repository of structured organic reaction records. The task is: describe an organic reaction: reactants, conditions, products, and yield Starting materials: CSC(=C[N+](=O)[O-])SC, CO, Nc1cccc(NC(=O)c2sccc2NCc2ccnc3ccccc23)c1. Yields the product CSC(=C[N+](=O)[O-])Nc1cccc(NC(=O)c2sccc2NCc2ccnc3ccccc23)c1. As a reaction SMILES: [CH3:1][S:2][C:3](=[CH:4][N+:5](=[O:6])[O-:7])[S:8][CH3:9].[CH3:37][OH:38].[NH2:10][c:11]1[cH:12][c:13]([NH:17][C:18](=[O:19])[c:20]2[s:21][cH:22][cH:23][c:24]2[NH:25][CH2:26][c:27]2[cH:28][cH:29][n:30][c:31]3[cH:32][cH:33][cH:34][cH:35][c:36]23)[cH:14][cH:15][cH:16]1>>[C:3](=[CH:4][N+:5](=[O:6])[O-:7])([S:8][CH3:9])[NH:10][c:11]1[cH:12][c:13]([NH:17][C:18](=[O:19])[c:20]2[s:21][cH:22][cH:23][c:24]2[NH:25][CH2:26][c:27]2[cH:28][cH:29][n:30][c:31]3[cH:32][cH:33][cH:34][cH:35][c:36]23)[cH:14][cH:15][cH:16]1. The reactants are C=CCOC1CN(C(=O)OCc2ccccc2)CC1NC(=O)OC(C)(C)C, C1CCOC1, Cl, [Na+], O=C([O-])O, C1COCCO1. Product: C=CCOC1CN(C(=O)OCc2ccccc2)CC1N. Reaction SMILES: [CH2:1]([CH:2]=[CH2:3])[O:4][CH:5]1[CH2:6][N:7]([C:18](=[O:19])[O:20][CH2:21][c:22]2[cH:23][cH:24][cH:25][cH:26][cH:27]2)[CH2:8][CH:9]1[NH:10][C:11]([O:12][C:13]([CH3:14])([CH3:15])[CH3:16])=[O:17].[CH2:29]1[O:30][CH2:31][CH2:32][CH2:33]1.[ClH:28].[Na+:44].[O-:40][C:41]([OH:42])=[O:43].[O:34]1[CH2:35][CH2:36][O:37][CH2:38][CH2:39]1>>[CH2:1]([CH:2]=[CH2:3])[O:4][CH:5]1[CH2:6][N:7]([C:18](=[O:19])[O:20][CH2:21][c:22]2[cH:23][cH:24][cH:25][cH:26][cH:27]2)[CH2:8][CH:9]1[NH2:10]. Reactants: NC1=CN=C(C=C1C(=O)O)Cl (5-amino-2-chloroisonicotinic acid), CN (methylamine), COC1=C(C=O)C=CC(=C1)OCCCN1CCCC1 (2-methoxy-4-(3-pyrrolidin-1-ylpropoxy)benzaldehyde). Yields the product ClC1=CC2=C(N=C(N(C2=O)C)C2=C(C=C(C=C2)OCCCN2CCCC2)OC)C=N1 (6-Chloro-2-[2-methoxy-4-(3-pyrrolidin-1-ylpropoxy)phenyl]-3-methylpyrido[3,4-d]pyrimidin-4(3H)-one). Reaction SMILES: [NH2:1][C:2]1[C:7]([C:8]([OH:10])=O)=[CH:6][C:5]([Cl:11])=[N:4][CH:3]=1.[CH3:12][NH2:13].[CH3:14][O:15][C:16]1[CH:23]=[C:22]([O:24][CH2:25][CH2:26][CH2:27][N:28]2[CH2:32][CH2:31][CH2:30][CH2:29]2)[CH:21]=[CH:20][C:17]=1[CH:18]=O>>[Cl:11][C:5]1[N:4]=[CH:3][C:2]2[N:1]=[C:18]([C:17]3[CH:20]=[CH:21][C:22]([O:24][CH2:25][CH2:26][CH2:27][N:28]4[CH2:32][CH2:31][CH2:30][CH2:29]4)=[CH:23][C:16]=3[O:15][CH3:14])[N:13]([CH3:12])[C:8](=[O:10])[C:7]=2[CH:6]=1. Procedure: The entitled compound was obtained according to the method of Example 15 but starting from 5-amino-2-chloroisonicotinic acid, methylamine and 2-methoxy-4-(3-pyrrolidin-1-ylpropoxy)benzaldehyde. Reactants: CC(C)=CCCC(C)=CC=O (citral), C(\C=C(/C)\CCC=C(C)C)(=O)O (geranic acid). Product: CC(C)=CCC\C(\C)=C\CO (geraniol). As a reaction SMILES: [CH3:1][C:2](=[CH:4][CH2:5][CH2:6][C:7](=[CH:9][CH:10]=[O:11])[CH3:8])[CH3:3].C(O)(=O)/C=C(/CCC=C(C)C)\C>>[CH3:3][C:2](=[CH:4][CH2:5][CH2:6]/[C:7](=[CH:9]/[CH2:10][OH:11])/[CH3:8])[CH3:1]. Procedure: For example, K. C. Guven et al., in Parfumerie und Kosmetik 59, 263 (1978), showed that Candida krusei failed to oxidize citral into geranic acid, but produced geraniol instead. The reactants are C(CCCC)C1=CC=C(C=C1)NC(=O)[C@H]1N(CC2=CC=CC=C2C1)C(=O)OC(C)(C)C ((S)—N-(tert-Butoxycarbonyl)-1,2,3,4-tetrahydroisoquinoline-3-carboxylic acid(4-pentylphenyl)amide), FC(C(=O)O)(F)F (trifluoroacetic acid). The solvent is C(Cl)Cl (methylene chloride). Reaction conditions: time 2.5 hour. The product is C(CCCC)C1=CC=C(C=C1)NC(=O)[C@H]1NCC2=CC=CC=C2C1 ((S)-1,2,3,4-Tetrahydroisoquinoline-3-carboxylic acid(4-pentylphenyl)amide). Yield: 86.0%. RXN SMILES: [CH2:1]([C:6]1[CH:11]=[CH:10][C:9]([NH:12][C:13]([C@@H:15]2[CH2:24][C:23]3[C:18](=[CH:19][CH:20]=[CH:21][CH:22]=3)[CH2:17][N:16]2C(OC(C)(C)C)=O)=[O:14])=[CH:8][CH:7]=1)[CH2:2][CH2:3][CH2:4][CH3:5].FC(F)(F)C(O)=O>C(Cl)Cl>[CH2:1]([C:6]1[CH:7]=[CH:8][C:9]([NH:12][C:13]([C@@H:15]2[CH2:24][C:23]3[C:18](=[CH:19][CH:20]=[CH:21][CH:22]=3)[CH2:17][NH:16]2)=[O:14])=[CH:10][CH:11]=1)[CH2:2][CH2:3][CH2:4][CH3:5]. Reported procedure: The product of step 1 was dissolved in methylene chloride (40 mL) and treated with trifluoroacetic acid (20 mL). After stirring for 2.5 hours the reaction was concentrated and the residue was partitioned between methylene chloride and aqueous sodium bicarbonate solution. The organic layer was removed and the aqueous layer was further basified with concentrated ammonium hydroxide (ca., 20 mL) and extracted with additional methylene chloride. The combined organic layers were dried (sodium sulfate)... Reactants: Cl[C@@H]1CN(CCC1)CCC1=CC=C(C=C1)F ((S)-(+)-3-chloro-1-(4-fluorophenethyl)piperidine), ice water, [H-].[Na+] (sodium hydride), C1=CC=CC=2NC3=C(OCC21)C=CC=C3 (5,11-dihydrodibenzo[b,e][1,4]oxazepine). Solvent: CS(=O)C (dimethyl sulfoxide), petroleum ether, CS(=O)C (dimethyl sulfoxide). Reaction conditions: time 1 hour. The product is FC1=CC=C(CCN2[C@H](CCC2)CN2C3=C(OCC4=C2C=CC=C4)C=CC=C3)C=C1 ((R)-(+)-5,11-dihydro-5-[1-(4-fluorophenethyl)-2-pyrrolidinylmethyl]dibenzo[b,e][1,4]oxazepine). Yield: 45.8%. Reaction SMILES: [H-].[Na+].[CH:3]1[C:13]2[CH2:12][O:11][C:10]3[CH:14]=[CH:15][CH:16]=[CH:17][C:9]=3[NH:8][C:7]=2[CH:6]=[CH:5][CH:4]=1.Cl[C@H:19]1[CH2:24][CH2:23][CH2:22][N:21]([CH2:25][CH2:26][C:27]2[CH:32]=[CH:31][C:30]([F:33])=[CH:29][CH:28]=2)[CH2:20]1>CS(C)=O>[F:33][C:30]1[CH:29]=[CH:28][C:27]([CH2:26][CH2:25][N:21]2[CH2:22][CH2:23][CH2:24][C@@H:20]2[CH2:19][N:8]2[C:7]3[CH:6]=[CH:5][CH:4]=[CH:3][C:13]=3[CH2:12][O:11][C:10]3[CH:14]=[CH:15][CH:16]=[CH:17][C:9]2=3)=[CH:32][CH:31]=1 |f:0.1|. Procedure details: Four-hundred milligrams (9.9 mmols) of 60% sodium hydride were washed with petroleum ether, and then suspended in 40 ml of dimethyl sulfoxide. To the suspension were added 1.5 g (7.6 mmols) of 5,11-dihydrodibenzo[b,e][1,4]oxazepine. The mixture was stirred in a nitrogen atmosphere at room temperature for 1 hour. To this reaction solution was added dropwise a solution of 2.2 g (9.1 mmols) of (S)-(+)-3-chloro-1-(4-fluorophenethyl)piperidine [[α]D25 =+9.5° (c=1.0, ethano l)] in 10 ml of dimethyl su...